From a dataset of the Open Reaction Database (ORD), a public repository of structured organic reaction records. describe an organic reaction: reactants, conditions, products, and yield Reactants: C(=O)(C(F)(F)F)O (TFA), ClC=1C=CC(=C(CNC(OC(C)(C)C)=O)C1)CC(C(F)(F)F)NC1=CC=C(C=C1)OC (tert-butyl 5-chloro-2-{2-[(4-methoxyphenyl)amino]-3,3,3-trifluoropropyl}benzylcarbamate). Run in C(Cl)Cl (CH2Cl2). Product: NCC1=C(CC(C(F)(F)F)NC2=CC=C(C=C2)OC)C=CC(=C1)Cl (N-{1-[2-(aminomethyl)-4-chlorobenzyl]-2,2,2-trifluoroethyl}-N-(4-methoxyphenyl)amine). RXN SMILES: C(O)(C(F)(F)F)=O.[Cl:8][C:9]1[CH:10]=[CH:11][C:12]([CH2:24][CH:25]([NH:30][C:31]2[CH:36]=[CH:35][C:34]([O:37][CH3:38])=[CH:33][CH:32]=2)[C:26]([F:29])([F:28])[F:27])=[C:13]([CH:23]=1)[CH2:14][NH:15]C(=O)OC(C)(C)C>C(Cl)Cl>[NH2:15][CH2:14][C:13]1[CH:23]=[C:9]([Cl:8])[CH:10]=[CH:11][C:12]=1[CH2:24][CH:25]([NH:30][C:31]1[CH:36]=[CH:35][C:34]([O:37][CH3:38])=[CH:33][CH:32]=1)[C:26]([F:29])([F:28])[F:27]. Procedure: TFA (1 mL) was added to a stirred solution of tert-butyl 5-chloro-2-{2-[(4-methoxyphenyl)amino]-3,3,3-trifluoropropyl}benzylcarbamate (0.205 g, 0.447 mmol) in CH2Cl2 (2 mL). After 1 h the solvent was evaporated in vacuo and the residue was partitioned between EtOAc and saturated aqueous Na2CO3. The organic layer was dried (Na2SO4) and evaporated in vacuo to give N-{1-[2-(aminomethyl)-4-chlorobenzyl]-2,2,2-trifluoroethyl}-N-(4-methoxyphenyl)amine (0.182 a solid; 1H NMR (CDCl3, 400 MHz) δ 3.02 (dd...